Dataset: the Open Reaction Database (ORD), a public repository of structured organic reaction records. Task: describe an organic reaction: reactants, conditions, products, and yield Starting materials: C(C)(C)(C)OC(CN1C(=C(C2=CC(=CC=C12)Cl)C1=NNC(C2=CC=CC=C12)=O)C)=O ([5-Chloro-2-methyl-3-(4-oxo-3,4-dihydro-phthalazin-1-yl)-indol-1-yl]-acetic acid tert-butyl ester), ClCC=1SC2=C(N1)C=CC=C2 (2-chloromethyl-benzothiazole). The product is S1C(=NC2=C1C=CC=C2)CN2N=C(C1=CC=CC=C1C2=O)C2=C(N(C1=CC=C(C=C21)Cl)CC(=O)O)C ([3-(3-Benzothiazol-2-ylmethyl-4-oxo-3,4-dihydro-phthalazin-1-yl)-5-chloro-2-methyl-indol-1-yl]-acetic acid). Reaction SMILES: C([O:5][C:6](=[O:30])[CH2:7][N:8]1[C:16]2[C:11](=[CH:12][C:13]([Cl:17])=[CH:14][CH:15]=2)[C:10]([C:18]2[C:27]3[C:22](=[CH:23][CH:24]=[CH:25][CH:26]=3)[C:21](=[O:28])[NH:20][N:19]=2)=[C:9]1[CH3:29])(C)(C)C.Cl[CH2:32][C:33]1[S:34][C:35]2[CH:41]=[CH:40][CH:39]=[CH:38][C:36]=2[N:37]=1>>[S:34]1[C:35]2[CH:41]=[CH:40][CH:39]=[CH:38][C:36]=2[N:37]=[C:33]1[CH2:32][N:20]1[C:21](=[O:28])[C:22]2[C:27](=[CH:26][CH:25]=[CH:24][CH:23]=2)[C:18]([C:10]2[C:11]3[C:16](=[CH:15][CH:14]=[C:13]([Cl:17])[CH:12]=3)[N:8]([CH2:7][C:6]([OH:5])=[O:30])[C:9]=2[CH3:29])=[N:19]1. Reported procedure: The title compound was prepared from the product of example 16, step c) and 2-chloromethyl-benzothiazole using the procedure described in example 14. 1H NMR (DMSO-d6) δ 8.44-8.41 (m, 1H), 8.08 (d, J=8.1 Hz, 1H), 7.99 (d, J=8.1 Hz, 1H), 7.96-7.92 (m, 2H), 7.50 (t, J=7.5 Hz, 1H), 7.44 (t, J=7.5 Hz, 1H), 7.24 (d, J=1.8 Hz, 1H), 7.15 (dd, J=8.7, 2.1 Hz, 1H), 5.86 (s, 2H), 5.12 (s, 2H), 2.28 (s, 3H); MS: ESI (negative): 513, 515 (M−H).